From a dataset of the Open Reaction Database (ORD), a public repository of structured organic reaction records. describe an organic reaction: reactants, conditions, products, and yield Run at time 8 hour. RXN SMILES: [Br:1][C:2]1[CH:7]=[CH:6][C:5]([C:8]2[CH:13]=[CH:12][C:11]([OH:14])=[CH:10][CH:9]=2)=[CH:4][CH:3]=1.C([O-])([O-])=O.[K+].[K+].I[CH2:22][CH3:23]>CC(C)=O.O>[Br:1][C:2]1[CH:3]=[CH:4][C:5]([C:8]2[CH:13]=[CH:12][C:11]([O:14][CH2:22][CH3:23])=[CH:10][CH:9]=2)=[CH:6][CH:7]=1 |f:1.2.3|. Yields the product BrC1=CC=C(C=C1)C1=CC=C(C=C1)OCC (ethyl 4-(4-bromophenyl) phenyl ether). Solvent: CC(=O)C (acetone), O (water). The yield is 90.8%. Procedure: To a solution of 4-(4-bromophenyl)-phenol (4.06 g, 16.3 mmol) in acetone (30 mL) at room temperature, was added 4.5 eq K2CO3 (4.0M, 18 mL, 73.3 mmol) in water and 4.0 eq Iodoethane (5.26 mL, 65.2 mmol). The reaction mixture was stirred overnight, and heated to reflux for 6 hrs. The product was crystallized out of the solution, and filtered. The crude product was recrystallized from hexane to provide ethyl 4-(4-bromophenyl) phenyl ether (4.1 g, 91%) as an white crystal. Starting materials: BrC1=CC=C(C=C1)C1=CC=C(C=C1)O (4-(4-bromophenyl)-phenol), C(=O)([O-])[O-].[K+].[K+] (K2CO3), ICC (Iodoethane). Yield: 98.5%. Reported procedure: In this example the product was prepared in two synthetic steps. In the first step 3-t-butylperoxy-1,3-dimethylbutanol was reacted with 100% molar excess of oxalyl chloride. Upon completion of the reaction the excess oxalyl chloride was stripped from the product at reduced pressure to produce 3-t-butylperoxy-1,3-dimethylbutyl chlorooxalate having an assay of 97.5% and in a corrected yield of 98.5%. In the second step 3-t-butylperoxy-1,3-dimethylbutyl chlorooxalate was reacted with 2,5-dimethyl-2... The product is C(C(=O)OC(CC(C)(C)OOC(C)(C)C)C)(=O)Cl (3-t-butylperoxy-1,3-dimethylbutyl chlorooxalate). Reaction SMILES: [C:1]([O:5][O:6][C:7]([CH3:13])([CH3:12])[CH2:8][CH:9]([CH3:11])[OH:10])([CH3:4])([CH3:3])[CH3:2].[C:14](Cl)(=[O:18])[C:15]([Cl:17])=[O:16]>>[C:15]([Cl:17])(=[O:16])[C:14]([O:10][CH:9]([CH3:11])[CH2:8][C:7]([O:6][O:5][C:1]([CH3:4])([CH3:3])[CH3:2])([CH3:12])[CH3:13])=[O:18]. Reactants: C(C)(C)(C)OOC(CC(O)C)(C)C (3-t-butylperoxy-1,3-dimethylbutanol), C(C(=O)Cl)(=O)Cl (oxalyl chloride), C(C(=O)Cl)(=O)Cl (oxalyl chloride). Reactants: CN(CCOC[C@H]1N(C[C@H](C1)SC1=C(N2C([C@@H]([C@H]2[C@H]1C)[C@@H](C)O)=O)C(=O)OCC1=CC=C(C=C1)[N+](=O)[O-])C(=O)OCC1=CC=C(C=C1)[N+](=O)[O-])C (4-nitrobenzyl (4R,5S,6S)-3-[(2S,4S)-2-{2-(dimethylamino)ethyloxymethyl}-1-(4-nitrobenzyloxycarbonyl)pyrrolidin-4-yl]thio-6-[(1R)-1-hydroxyethyl]-4-methyl-7-oxo-1-azabicyclo[3.2.0]hept-2-ene-2-carboxylate), [H][H] (hydrogen). The reagents and catalysts are [OH-].[OH-].[Pd+2] (palladium hydroxide on carbon). Solvent: O1CCCC1 (tetrahydrofuran), C(C)(=O)[O-] (acetate). The product is C(C)(=O)O.CN(CCOC[C@H]1NC[C@H](C1)SC1=C(N2C([C@@H]([C@H]2[C@H]1C)[C@@H](C)O)=O)C(=O)O)C ((4R,5S,6S)-3-[(2S,4S)-2-{2-(dimethylamino)ethyloxymethyl}pyrrolidin-4-yl]thio-6-[(1R)-1-hydroxyethyl]-4-methyl-7-oxo-1-azabicyclo[3.2.0]hept-2-ene-2-carboxylic acid monoacetate). The yield is 29.1%. Reaction SMILES: [CH3:1][N:2]([CH3:51])[CH2:3][CH2:4][O:5][CH2:6][C@@H:7]1[CH2:11][C@H:10]([S:12][C:13]2[C@H:19]([CH3:20])[C@H:18]3[N:15]([C:16](=[O:24])[C@@H:17]3[C@H:21]([OH:23])[CH3:22])[C:14]=2[C:25]([O:27]CC2C=CC([N+]([O-])=O)=CC=2)=[O:26])[CH2:9][N:8]1C(OCC1C=CC([N+]([O-])=O)=CC=1)=O.[H][H]>O1CCCC1.C([O-])(=O)C.[OH-].[OH-].[Pd+2]>[C:25]([OH:27])(=[O:26])[CH3:14].[CH3:51][N:2]([CH3:1])[CH2:3][CH2:4][O:5][CH2:6][C@@H:7]1[CH2:11][C@H:10]([S:12][C:13]2[C@H:19]([CH3:20])[C@H:18]3[N:15]([C:16](=[O:24])[C@@H:17]3[C@H:21]([OH:23])[CH3:22])[C:14]=2[C:25]([OH:27])=[O:26])[CH2:9][NH:8]1 |f:4.5.6,7.8|. Procedure details: A solution of 4-nitrobenzyl (4R,5S,6S)-3-[(2S,4S)-2-{2-(dimethylamino)ethyloxymethyl}-1-(4-nitrobenzyloxycarbonyl)pyrrolidin-4-yl]thio-6-[(1R)-1-hydroxyethyl]-4-methyl-7-oxo-1-azabicyclo[3.2.0]hept-2-ene-2-carboxylate (1.48 g) in a mixture of tetrahydrofuran (60 ml) and 0.3 M acetate buffer (pH 5.8) (60 ml) was stirred at ambient temperature for 6 hours in the presence of 20% palladium hydroxide on carbon (0.5 g) under atmospheric pressure of hydrogen. The catalyst was filtered off and the filtr... Reactants: ClCCC(=O)N (3-chloropropionamide), C(C)(=O)OC(C)=O (acetic anhydride), C(C)(=O)Cl (acetylchloride). The product is C(C)(=O)NC(CCCl)=O (N-acetyl-3-chloropropionamide). Reaction SMILES: [Cl:1][CH2:2][CH2:3][C:4]([NH2:6])=[O:5].[C:7](OC(=O)C)(=[O:9])[CH3:8].C(Cl)(=O)C>>[C:7]([NH:6][C:4](=[O:5])[CH2:3][CH2:2][Cl:1])(=[O:9])[CH3:8]. Procedure: A mixture of 0.2 mole 3-chloropropionamide, 35 ml. of acetic anhydride and 1 ml. acetylchloride is refluxed under nitrogen for 1 hour and then concentrated in vacuo to give crude N-acetyl-3-chloropropionamide as an oil which is used in the next step without purification. Starting materials: NC[C@@H]1CN(CCO[C@H]1C1=CC(=C(C=C1)Cl)F)C(=O)OC(C)(C)C (tert-butyl (6R,7R)-6-(aminomethyl)-7-(4-chloro-3-fluorophenyl)-1,4-oxazepane-4-carboxylate), CS(=O)(=O)NC1=C(C(=O)O)C=CC=C1 (2-[(methylsulfonyl)amino]benzoic acid). Yields the product Cl.ClC1=C(C=C(C=C1)[C@H]1[C@@H](CNCCO1)CNC(C1=C(C=CC=C1)NS(=O)(=O)C)=O)F (N-{[(6S,7R)-7-(4-chloro-3-fluorophenyl)-1,4-oxazepan-6-yl]methyl}-2-[(methylsulfonyl)amino]benzamide monohydrochloride). RXN SMILES: [NH2:1][CH2:2][C@H:3]1[C@H:9]([C:10]2[CH:15]=[CH:14][C:13]([Cl:16])=[C:12]([F:17])[CH:11]=2)[O:8][CH2:7][CH2:6][N:5](C(OC(C)(C)C)=O)[CH2:4]1.[CH3:25][S:26]([NH:29][C:30]1[CH:38]=[CH:37][CH:36]=[CH:35][C:31]=1[C:32](O)=[O:33])(=[O:28])=[O:27]>>[ClH:16].[Cl:16][C:13]1[CH:14]=[CH:15][C:10]([C@@H:9]2[O:8][CH2:7][CH2:6][NH:5][CH2:4][C@H:3]2[CH2:2][NH:1][C:32](=[O:33])[C:31]2[CH:35]=[CH:36][CH:37]=[CH:38][C:30]=2[NH:29][S:26]([CH3:25])(=[O:28])=[O:27])=[CH:11][C:12]=1[F:17] |f:2.3|. Procedure details: Using tert-butyl (6R,7R)-6-(aminomethyl)-7-(4-chloro-3-fluorophenyl)-1,4-oxazepane-4-carboxylate and 2-[(methylsulfonyl)amino]benzoic acid, and by a method similar to that of Example 39, the title compound was obtained. The reactants are O=C([O-])[O-], Cc1ccc(O)c(C(C)(C)C)c1, ClCc1ccccc1, [K+], [K+], CN(C)C=O. Yields the product Cc1ccc(OCc2ccccc2)c(C(C)(C)C)c1. Reaction SMILES: [C:13](=[O:14])([O-:15])[O-:16].[C:1]([CH3:2])([CH3:3])([CH3:4])[c:5]1[c:6]([OH:12])[cH:7][cH:8][c:9]([CH3:11])[cH:10]1.[CH2:19]([c:20]1[cH:21][cH:22][cH:23][cH:24][cH:25]1)[Cl:26].[K+:17].[K+:18].[O:27]=[CH:28][N:29]([CH3:30])[CH3:31]>>[C:1]([CH3:2])([CH3:3])([CH3:4])[c:5]1[c:6]([O:12][CH2:19][c:20]2[cH:21][cH:22][cH:23][cH:24][cH:25]2)[cH:7][cH:8][c:9]([CH3:11])[cH:10]1. The reactants are Cl (hydrochloric acid), CC1(OC2=CC(=C(C(=C2CC1)C)S)C)C (2,2,5,7-tetramethylchroman-6-thiol), [OH-].[Na+] (sodium hydroxide), [N+](=O)([O-])C (Nitromethane). The reagents and catalysts are [Fe-3](C#N)(C#N)(C#N)(C#N)(C#N)C#N.[K+].[K+].[K+] (potassium ferricyanide). The solvent is O (water), CCOCC (ether), O (water). Run at temperature 15 celsius, time 30 minute. The product is CC1(OC2=CC(=C(C(=C2CC1)C)SC[N+](=O)[O-])C)C (2,2,5,7-tetramethyl-6-(nitromethylthio)chroman). Isolated yield 32.0%. As a reaction SMILES: [CH3:1][C:2]1([CH3:15])[CH2:11][CH2:10][C:9]2[C:4](=[CH:5][C:6]([CH3:14])=[C:7]([SH:13])[C:8]=2[CH3:12])[O:3]1.[OH-].[Na+].[N+:18]([CH3:21])([O-:20])=[O:19].Cl>O.[Fe-3](C#N)(C#N)(C#N)(C#N)(C#N)C#N.[K+].[K+].[K+].CCOCC>[CH3:1][C:2]1([CH3:15])[CH2:11][CH2:10][C:9]2[C:4](=[CH:5][C:6]([CH3:14])=[C:7]([S:13][CH2:21][N+:18]([O-:20])=[O:19])[C:8]=2[CH3:12])[O:3]1 |f:1.2,6.7.8.9|. Procedure: The thiol (B) was added to a solution of sodium hydroxide (2.8 g, 70 mM) in water (30 ml) and stirred vigorously for 30 minutes. Nitromethane (2.3 ml, 42.5 mM) was added, followed immediately by ether (75 ml). The reaction mixture was cooled to 15° C. in a cold water bath, then a solution of potassium ferricyanide (17.2 g, 52.3 mM) in water (43 ml) was added in a steady stream and the reaction mixture was stirred at ambient temperature overnight. The mixture was acidified with 2M hydrochloric ac...